This data is from the Open Reaction Database (ORD), a public repository of structured organic reaction records. The task is: describe an organic reaction: reactants, conditions, products, and yield Starting materials: C(C)OC(C(CC=1C=NC(=CC1C)N(C(=O)OC(C)(C)C)C(=O)OC(C)(C)C)CSC(C)=O)=O (2-Acetylsulfanylmethyl-3-(6-[N,N-bis(tert-butoxycarbonyl)amino]-4-methyl-pyridin-3-yl)-propionic acid ethyl ester). The solvent is Cl (HCl). Yields the product NC1=CC(=C(C=N1)CC(C(=O)O)CS)C (3-(6Amino-4-methyl-pyridin-3-yl)-2-mercaptomethyl-propionic acid). Yield: 114.8%. Reaction SMILES: C([O:3][C:4](=[O:34])[CH:5]([CH2:29][S:30]C(=O)C)[CH2:6][C:7]1[CH:8]=[N:9][C:10]([N:14](C(OC(C)(C)C)=O)C(OC(C)(C)C)=O)=[CH:11][C:12]=1[CH3:13])C>Cl>[NH2:14][C:10]1[N:9]=[CH:8][C:7]([CH2:6][CH:5]([CH2:29][SH:30])[C:4]([OH:34])=[O:3])=[C:12]([CH3:13])[CH:11]=1. Procedure details: 2-Acetylsulfanylmethyl-3-(6-[N,N-bis(tert-butoxycarbonyl)amino]-4-methyl-pyridin-3-yl)-propionic acid ethyl ester (36 mg, 0.072 mmol) was dissolved in conc. HCl (3.0 mL). The solution was heated to reflux for 1 h. Concentration under reduced pressure gave the title compound (18.7 mg, 98%) as the hydrochloride salt.